From a dataset of the Open Reaction Database (ORD), a public repository of structured organic reaction records. describe an organic reaction: reactants, conditions, products, and yield The reactants are C(C=C)OC1=CC=C(C=C1)CS ((4-allyloxy-phenyl)-methanethiol), N1(N=NC=C1)CCOS(=O)(=O)C1=CC=C(C=C1)C (toluene-4-sulfonic acid 2-[1,2,3]triazol-1-yl-ethyl ester), [H-].[Na+] (sodium hydride). Solvent: CN(C=O)C (N,N-dimethylformamide). Reaction conditions: time 12 hour. The product is C(C=C)OC1=CC=C(CSCCN2N=NC=C2)C=C1 (1-[2-(4-allyloxy-benzylsulfanyl)-ethyl]-1H[1,2,3]triazole). Isolated yield 86.3%. RXN SMILES: [CH2:1]([O:4][C:5]1[CH:10]=[CH:9][C:8]([CH2:11][SH:12])=[CH:7][CH:6]=1)[CH:2]=[CH2:3].[N:13]1([CH2:18][CH2:19]OS(C2C=CC(C)=CC=2)(=O)=O)[CH:17]=[CH:16][N:15]=[N:14]1.[H-].[Na+]>CN(C)C=O>[CH2:1]([O:4][C:5]1[CH:10]=[CH:9][C:8]([CH2:11][S:12][CH2:19][CH2:18][N:13]2[CH:17]=[CH:16][N:15]=[N:14]2)=[CH:7][CH:6]=1)[CH:2]=[CH2:3] |f:2.3|. Reported procedure: To a mixture of 13.0 g (50.5 mmol) (4-allyloxy-phenyl)-methanethiol and 13.5 g (50.5 mmol) toluene-4-sulfonic acid 2-[1,2,3]triazol-1-yl-ethyl ester in 125 ml N,N-dimethylformamide was added under argon at −30° C. 2.42 g (101 mmol) sodium hydride. The mixture was allowed to warm up to room temperature and was stirred under argon for 12 hours. After quenching with 100 ml water, the mixture was diluted with dichloromethane, washed with water, dried and evaporated. Purification on silica after elut... Reactants: NC1=C(C=C(C=C1)Cl)COC1=CC=C(C(=O)OC)C=C1 (methyl 4-(2-amino-5-chlorophenylmethoxy)benzoate), ClC1=CC=C(C=C1)S(=O)(=O)Cl (4-chlorobenzenesulfonylchloride), O (water). The solvent is C(Cl)Cl (methylene chloride), N1=CC=CC=C1 (pyridine). Conditions: time 21 hour. The product is ClC1=CC=C(C=C1)S(=O)(=O)NC1=C(C=C(C=C1)Cl)COC1=CC=C(C(=O)OC)C=C1 (Methyl 4-[2-(4-chlorophenylsulfonylamino)-5-chlorophenylmethoxy]benzoate). Isolated yield 43.1%. RXN SMILES: [NH2:1][C:2]1[CH:7]=[CH:6][C:5]([Cl:8])=[CH:4][C:3]=1[CH2:9][O:10][C:11]1[CH:20]=[CH:19][C:14]([C:15]([O:17][CH3:18])=[O:16])=[CH:13][CH:12]=1.[Cl:21][C:22]1[CH:27]=[CH:26][C:25]([S:28](Cl)(=[O:30])=[O:29])=[CH:24][CH:23]=1.O>C(Cl)Cl.N1C=CC=CC=1>[Cl:21][C:22]1[CH:27]=[CH:26][C:25]([S:28]([NH:1][C:2]2[CH:7]=[CH:6][C:5]([Cl:8])=[CH:4][C:3]=2[CH2:9][O:10][C:11]2[CH:20]=[CH:19][C:14]([C:15]([O:17][CH3:18])=[O:16])=[CH:13][CH:12]=2)(=[O:30])=[O:29])=[CH:24][CH:23]=1. Reported procedure: To a solution of methyl 4-(2-amino-5-chlorophenylmethoxy)benzoate (450 mg; prepared in Reference Example 10.) in methylene chloride (4 ml), pyridine (0.24 ml) and 4-chlorobenzenesulfonylchloride (380 mg) were added. The mixture was stirred for 21 hour. To the reaction mixture, water was added. The mixture was extracted with ethyl acetate. The organic layer was washed, dried over and concentrated under the reduced pressure. The residue was purified by recrystallization from hexane-AcOEt mixture s... The reactants are C(C1=CC=CC=C1)OCCCCCCBr (6-benzyloxyhexyl bromide), C(CC(=O)OCC)(=O)OCC (diethyl malonate). Yields the product C(C)OC(=O)C(C(=O)OCC)CCCCCCOCC1=CC=CC=C1 (Ethyl 2-ethoxycarbonyl-8-benzyloxyoctanoate). The yield is 60.0%. Reaction SMILES: [CH2:1]([O:8][CH2:9][CH2:10][CH2:11][CH2:12][CH2:13][CH2:14]Br)[C:2]1[CH:7]=[CH:6][CH:5]=[CH:4][CH:3]=1.[C:16]([O:24][CH2:25][CH3:26])(=[O:23])[CH2:17][C:18]([O:20][CH2:21][CH3:22])=[O:19]>>[CH2:25]([O:24][C:16]([CH:17]([CH2:14][CH2:13][CH2:12][CH2:11][CH2:10][CH2:9][O:8][CH2:1][C:2]1[CH:7]=[CH:6][CH:5]=[CH:4][CH:3]=1)[C:18]([O:20][CH2:21][CH3:22])=[O:19])=[O:23])[CH3:26]. Procedure details: Ethyl 2-ethoxycarbonyl-8-benzyloxyoctanoate was prepared from 6-benzyloxyhexyl bromide (3.52 g, 13 mmol) and diethyl malonate (2.29 g, 14 mmol) according to the general procedure given above. Yield 60%, bp 152-158° C./0.15 torr. 1H-NMR: 1.24 (t, 6H), 1.2-1.9 (m, 10H), 3.43 (t, 2H), 4.18 (q, 4H), 4.45 (s, 2H), 7.27 (m, 5H).